Dataset: the Open Reaction Database (ORD), a public repository of structured organic reaction records. Task: describe an organic reaction: reactants, conditions, products, and yield Starting materials: OC(CCC(=O)O)CCl (4-hydroxy-5-chloropentanoic acid), COC=1C=C(CCN)C=CC1OC (3,4-dimethoxyphenethylamine), ClCC(C(=O)O)O (β-chlorolactic acid), C(C)(C)N (isopropylamine). Yields the product C(C)(C)NCC(CCC(=O)O)O (5-isopropylamino-4-hydroxypentanoic acid). RXN SMILES: [OH:1][CH:2]([CH2:8]Cl)[CH2:3][CH2:4][C:5]([OH:7])=[O:6].ClCC(O)C(O)=O.[CH:17]([NH2:20])([CH3:19])[CH3:18].COC1C=C(C=CC=1OC)CCN>>[CH:17]([NH:20][CH2:8][CH:2]([OH:1])[CH2:3][CH2:4][C:5]([OH:7])=[O:6])([CH3:19])[CH3:18]. Procedure details: The procedure is repeated in all essential details, except 4-hydroxy-5-chloropentanoic acid is substituted for β-chlorolactic acid and isopropylamine is substituted for 3,4-dimethoxyphenethylamine to produce the intermediate 5-isopropylamino-4-hydroxypentanoic acid. The hydroxy and amino groups are protected as described in Example I. The resulting acid is reacted with 1-naphthol instead of phenol and the protecting groups are removed as in Example I. The resulting compound should be a short act... Starting materials: [H-].[Li+] (LiH), C(#N)C(=C(C1=C(C=C(C=C1)Cl)[N+](=O)[O-])O)C(C(C)(C)C)=O (2-cyano-4,4-dimethyl-1-hydroxy-3-oxo-1-(2-nitro-4-chlorophenyl)-1-pentene), C1CCOC1 (THF). Solvent: CCOCC (ether), CCOCC (ether). Reaction conditions: time 8 hour. Product: [Li+].C(#N)C(=C(C1=C(C=C(C=C1)Cl)[N+](=O)[O-])[O-])C(C(C)(C)C)=O (2-Cyano-4,4-Dimethyl-1-Oxido-3-Oxo-1-(2-Nitro-4-Chlorophenyl)-1-Pentene Lithium Salt). Isolated yield 81.8%. As a reaction SMILES: [H-].[Li+:2].[C:3]([C:5]([C:18](=[O:23])[C:19]([CH3:22])([CH3:21])[CH3:20])=[C:6]([OH:17])[C:7]1[CH:12]=[CH:11][C:10]([Cl:13])=[CH:9][C:8]=1[N+:14]([O-:16])=[O:15])#[N:4].C1COCC1>CCOCC>[Li+:2].[C:3]([C:5]([C:18](=[O:23])[C:19]([CH3:21])([CH3:20])[CH3:22])=[C:6]([O-:17])[C:7]1[CH:12]=[CH:11][C:10]([Cl:13])=[CH:9][C:8]=1[N+:14]([O-:16])=[O:15])#[N:4] |f:0.1,5.6|. Reported procedure: To a stirred slurry of 0.36 g of LiH in 15 ml of dry ether under N2 at room temperature was rapidly added a solution of 1.5 g of 2-cyano-4,4-dimethyl-1-hydroxy-3-oxo-1-(2-nitro-4-chlorophenyl)-1-pentene dissolved in 15 ml of dry ether. The reaction mixture turned brown and a precipitate formed with 5 min. Enough dry THF was added to dissolve the solid and the mixture allowed to stir overnight at ambient temperature. The reaction was filtered and the filtrate concentrated under reduced pressure t... The reactants are C(C=C)ON=C1C[C@H](N(C1)C(=O)OC(C)(C)C)C(=O)O ((2S,4EZ)-4-[(allyloxy)-imino]-1-(tert-butoxycarbonyl)-2-pyrrolidinecarboxylic acid), C1(=CC=CC=C1)C(C(=O)Cl)C1=CC=CC=C1 (diphenylacetyl chloride), C=1(C(=CC=CC1)N)N (1,2-benzenediamine). Yields the product C(C=C)ON=C1CN([C@@H](C1)C1=NC2=C(N1)C=CC=C2)C(C(C2=CC=CC=C2)C2=CC=CC=C2)=O ((3EZ,5S)-5-(1H-benzimidazol-2-yl)-1-(diphenylacetyl)-3-pyrrolidinone O-allyloxime). Reaction SMILES: [CH2:1]([O:4][N:5]=[C:6]1[CH2:10][N:9]([C:11]([O:13]C(C)(C)C)=O)[C@H:8]([C:18](O)=O)[CH2:7]1)[CH:2]=[CH2:3].[C:21]1([CH:27]([C:31]2[CH:36]=[CH:35][CH:34]=[CH:33][CH:32]=2)C(Cl)=O)[CH:26]=[CH:25][CH:24]=[CH:23][CH:22]=1.[C:37]1([NH2:44])[C:38]([NH2:43])=[CH:39][CH:40]=[CH:41][CH:42]=1>>[CH2:1]([O:4][N:5]=[C:6]1[CH2:7][C@@H:8]([C:18]2[NH:44][C:37]3[CH:42]=[CH:41][CH:40]=[CH:39][C:38]=3[N:43]=2)[N:9]([C:11](=[O:13])[CH:27]([C:21]2[CH:22]=[CH:23][CH:24]=[CH:25][CH:26]=2)[C:31]2[CH:32]=[CH:33][CH:34]=[CH:35][CH:36]=2)[CH2:10]1)[CH:2]=[CH2:3]. Procedure: Following the general method as outlined in Example 22, starting from (2S,4EZ)-4-[(allyloxy)-imino]-1-(tert-butoxycarbonyl)-2-pyrrolidinecarboxylic acid, diphenylacetyl chloride, and 1,2-benzenediamine the title compound was obtained in 63% purity by LC/MS. MS(ESI+): m/z=451.4. The reactants are O=C([O-])O, CCO, O=[N+]([O-])c1ccc(F)c([N+](=O)[O-])c1, NCCc1c[nH]c2ccccc12, [Na+], O. The product is O=[N+]([O-])c1ccc(NCCc2c[nH]c3ccccc23)c([N+](=O)[O-])c1. Reaction SMILES: [C:13](=[O:14])([OH:15])[O-:16].[CH3:32][CH2:33][OH:34].[N+:18](=[O:19])([O-:20])[c:21]1[c:22]([F:30])[cH:23][cH:24][c:25]([N+:27](=[O:28])[O-:29])[cH:26]1.[NH2:1][CH2:2][CH2:3][c:4]1[cH:5][nH:6][c:7]2[cH:8][cH:9][cH:10][cH:11][c:12]12.[Na+:17].[OH2:31]>>[NH:1]([CH2:2][CH2:3][c:4]1[cH:5][nH:6][c:7]2[cH:8][cH:9][cH:10][cH:11][c:12]12)[c:22]1[c:21]([N+:18](=[O:19])[O-:20])[cH:26][c:25]([N+:27](=[O:28])[O-:29])[cH:24][cH:23]1.